Dataset: the Open Reaction Database (ORD), a public repository of structured organic reaction records. Task: describe an organic reaction: reactants, conditions, products, and yield The reactants are BrC=1N=C(C=2N(C1)C(=CN2)C2=CC=C(C(=O)NC1CC1)C=C2)NCC(C)C (4-{6-bromo-8-[(2-methylpropyl)amino]imidazo[1,2-a]pyrazin-3-yl}-N-cyclopropylbenzamide), N1=C(C=CC=C1)C(=O)N (pyridine-2-carboxamide), C([O-])([O-])=O.[Cs+].[Cs+] (caesium carbonate), CC1(C2=CC=CC(=C2OC=2C(=CC=CC12)P(C1=CC=CC=C1)C1=CC=CC=C1)P(C1=CC=CC=C1)C1=CC=CC=C1)C ((9,9-dimethyl-9H-xanthene-4,5-diyl)bis(diphenylphosphane)). The reagents and catalysts are C1(=CC=CC=C1)C=CC(C=CC1=CC=CC=C1)=O.[Pd] (1,5-diphenylpenta-1,4-dien-3-one palladium). Run in C1(=CC=CC=C1)C (toluene). Run at temperature 140 celsius. Yields the product C1(CC1)NC(=O)C1=CC=C(C=C1)C1=CN=C2N1C=C(N=C2NCC(C)C)NC(=O)C2=NC=CC=C2 (N-{3-[4-(cyclopropylcarbamoyl)phenyl]-8-[(2-methylpropyl)amino]imidazo[1,2-a]pyrazin-6-yl}pyridine-2-carboxamide). Yield: 29.6%. As a reaction SMILES: Br[C:2]1[N:3]=[C:4]([NH:23][CH2:24][CH:25]([CH3:27])[CH3:26])[C:5]2[N:6]([C:8]([C:11]3[CH:22]=[CH:21][C:14]([C:15]([NH:17][CH:18]4[CH2:20][CH2:19]4)=[O:16])=[CH:13][CH:12]=3)=[CH:9][N:10]=2)[CH:7]=1.[N:28]1[CH:33]=[CH:32][CH:31]=[CH:30][C:29]=1[C:34]([NH2:36])=[O:35].C(=O)([O-])[O-].[Cs+].[Cs+].CC1(C)C2C=CC=C(P(C3C=CC=CC=3)C3C=CC=CC=3)C=2OC2C1=CC=CC=2P(C1C=CC=CC=1)C1C=CC=CC=1>C1(C)C=CC=CC=1.C1(C=CC(=O)C=CC2C=CC=CC=2)C=CC=CC=1.[Pd]>[CH:18]1([NH:17][C:15]([C:14]2[CH:21]=[CH:22][C:11]([C:8]3[N:6]4[CH:7]=[C:2]([NH:36][C:34]([C:29]5[CH:30]=[CH:31][CH:32]=[CH:33][N:28]=5)=[O:35])[N:3]=[C:4]([NH:23][CH2:24][CH:25]([CH3:27])[CH3:26])[C:5]4=[N:10][CH:9]=3)=[CH:12][CH:13]=2)=[O:16])[CH2:20][CH2:19]1 |f:2.3.4,7.8|. Reported procedure: To a solution of 100 mg (0.23 mmol) 4-{6-bromo-8-[(2-methylpropyl)amino]imidazo[1,2-a]pyrazin-3-yl}-N-cyclopropylbenzamide in 2 mL toluene were added 88 mg (0.7 mmol) pyridine-2-carboxamide, 76 mg (0.23 mmol) caesium carbonate, 8.4 mg (0.01 mmol) 1E,4E)-1,5-diphenylpenta-1,4-dien-3-one-palladium (3:2) and 10.8 mg (0.02 mmol) (9,9-dimethyl-9H-xanthene-4,5-diyl)bis(diphenylphosphane) and the mixture was heated at 140° C. for 2 h in a microwave tube. The mixture was filtered and purified by HPLC to... Product: CCCC(C(=O)OCC)(C(=O)OCC)C(C)CCCOC(C)OCC. As a reaction SMILES: [CH3:1][CH2:2][O:3][CH:4]([CH3:5])[O:6][CH2:7][CH2:8][CH2:9][CH:10]([CH3:11])[C:12]([C:13](=[O:14])[O:15][CH2:16][CH3:17])([C:18](=[O:19])[O:20][CH2:21][CH3:22])[CH2:23][CH:24]=[CH2:25].[CH3:26][CH2:27][OH:28]>>[CH3:1][CH2:2][O:3][CH:4]([CH3:5])[O:6][CH2:7][CH2:8][CH2:9][CH:10]([CH3:11])[C:12]([C:13](=[O:14])[O:15][CH2:16][CH3:17])([C:18](=[O:19])[O:20][CH2:21][CH3:22])[CH2:23][CH2:24][CH3:25]. The reactants are C=CCC(C(=O)OCC)(C(=O)OCC)C(C)CCCOC(C)OCC, CCO. Reactants: Brc1ccc2ccsc2c1, C[S-], [Na+], CN(C)C=O. The product is CSc1ccc2ccsc2c1. RXN SMILES: [Br:1][c:2]1[cH:3][cH:4][c:5]2[c:6]([s:7][cH:8][cH:9]2)[cH:10]1.[CH3:11][S-:12].[Na+:13].[O:14]=[CH:15][N:16]([CH3:17])[CH3:18]>>[c:2]1([S:12][CH3:11])[cH:3][cH:4][c:5]2[c:6]([s:7][cH:8][cH:9]2)[cH:10]1. The reactants are C(C1=CC=CC=C1)OC(=O)N1CC(CCC1)C1=NSC(O1)=O (3-(2-oxo-[1,3,4]oxathiazol-5-yl)-piperidine-1-carboxylic acid benzyl ester), C(C#C)(=O)OCC (ethyl propiolate). The solvent is xylenes. The product is C(C1=CC=CC=C1)OC(=O)N1CC(CCC1)C1=NSC(=C1)C(=O)OCC (3-(5-ethoxycarbonyl-isothiazol-3-yl )-piperidine-1-carboxylic acid benzyl ester), C(C1=CC=CC=C1)OC(=O)N1CC(CCC1)C1=NSC=C1C(=O)OCC (3-(4-ethoxycarbonyl-isothiazol-3-yl )-piperidine-1-carboxylic acid benzyl ester), mixture. RXN SMILES: [CH2:1]([O:8][C:9]([N:11]1[CH2:16][CH2:15][CH2:14][CH:13]([C:17]2O[C:20](=O)[S:19][N:18]=2)[CH2:12]1)=[O:10])[C:2]1[CH:7]=[CH:6][CH:5]=[CH:4][CH:3]=1.[C:23]([O:27][CH2:28][CH3:29])(=[O:26])[C:24]#[CH:25]>>[CH2:1]([O:8][C:9]([N:11]1[CH2:16][CH2:15][CH2:14][CH:13]([C:17]2[CH:25]=[C:24]([C:23]([O:27][CH2:28][CH3:29])=[O:26])[S:19][N:18]=2)[CH2:12]1)=[O:10])[C:2]1[CH:3]=[CH:4][CH:5]=[CH:6][CH:7]=1.[CH2:1]([O:8][C:9]([N:11]1[CH2:16][CH2:15][CH2:14][CH:13]([C:17]2[C:24]([C:23]([O:27][CH2:28][CH3:29])=[O:26])=[CH:20][S:19][N:18]=2)[CH2:12]1)=[O:10])[C:2]1[CH:3]=[CH:4][CH:5]=[CH:6][CH:7]=1. Reported procedure: A solution of the crude residue from example 131 and ethyl propiolate (2 mL) in xylenes (15 mL) was heated in a sealed tube at 150° C. for 4 hr. Concentration and chromatographic purification (25% ethyl acetate and hexanes) afforded 3-(5-ethoxycarbonyl-isothiazol-3-yl )-piperidine-1-carboxylic acid benzyl ester and 3-(4-ethoxycarbonyl-isothiazol-3-yl )-piperidine-1-carboxylic acid benzyl ester as a 1:1 mixture (1.24 g), MH+( LCMS) 375.1(m/z).